Dataset: the Open Reaction Database (ORD), a public repository of structured organic reaction records. Task: describe an organic reaction: reactants, conditions, products, and yield Reactants: CC(C)O, CNC(=O)c1ccccc1Nc1nc(Cl)ncc1Cl, Cl, CN1CCNC(=O)c2cccc(N)c21, C1COCCO1. Yields the product CNC(=O)c1ccccc1Nc1nc(Nc2cccc3c2N(C)CCNC3=O)ncc1Cl. Reaction SMILES: [CH:35]([OH:36])([CH3:37])[CH3:38].[Cl:15][c:16]1[n:17][cH:18][c:19]([Cl:33])[c:20]([NH:22][c:23]2[c:24]([C:25](=[O:26])[NH:27][CH3:28])[cH:29][cH:30][cH:31][cH:32]2)[n:21]1.[ClH:34].[NH2:1][c:2]1[cH:3][cH:4][cH:5][c:6]2[c:7]1[N:8]([CH3:14])[CH2:9][CH2:10][NH:11][C:12]2=[O:13].[O:39]1[CH2:40][CH2:41][O:42][CH2:43][CH2:44]1>>[NH:1]([c:2]1[cH:3][cH:4][cH:5][c:6]2[c:7]1[N:8]([CH3:14])[CH2:9][CH2:10][NH:11][C:12]2=[O:13])[c:16]1[n:17][cH:18][c:19]([Cl:33])[c:20]([NH:22][c:23]2[c:24]([C:25](=[O:26])[NH:27][CH3:28])[cH:29][cH:30][cH:31][cH:32]2)[n:21]1. As a reaction SMILES: [Br:1][c:2]1[cH:3][c:4]([F:12])[cH:5][c:6]([C:8]([F:9])([F:10])[F:11])[cH:7]1.[CH2:33]([c:34]1[cH:35][cH:36][cH:37][cH:38][cH:39]1)[Zn+:40].[CH2:41]1[O:42][CH2:43][CH2:44][CH2:45]1.[CH3:13][CH2:14][CH2:15][CH2:16][Li:17].[CH3:27][Si:28]([CH3:29])([CH3:30])[Cl:31].[Cl-:32].[Cl:18][c:19]1[cH:20][cH:21][c:22]([C:25]#[N:26])[n:23][cH:24]1>>[c:2]1([C:25]([c:22]2[cH:21][cH:20][c:19]([Cl:18])[cH:24][n:23]2)([NH2:26])[CH2:33][c:34]2[cH:35][cH:36][cH:37][cH:38][cH:39]2)[cH:3][c:4]([F:12])[cH:5][c:6]([C:8]([F:9])([F:10])[F:11])[cH:7]1. The reactants are Fc1cc(Br)cc(C(F)(F)F)c1, [Zn+]Cc1ccccc1, C1CCOC1, [Li]CCCC, C[Si](C)(C)Cl, [Cl-], N#Cc1ccc(Cl)cn1. Yields the product NC(Cc1ccccc1)(c1cc(F)cc(C(F)(F)F)c1)c1ccc(Cl)cn1. Reactants: ClC1=CC(=NC=C1)C(F)(F)F (4-chloro-2-(trifluoromethyl)pyridine), Cl.CC1(OB(OC1(C)C)C1=CC=C(C=C1)CN)C ((4-(4,4,5,5-tetramethyl-1,3,2-dioxaborolan-2-yl)phenyl)methanamine hydrochloride), [O-]P(=O)([O-])[O-].[K+].[K+].[K+] (K3PO4). The reagents and catalysts are C=1C=CC(=CC1)[P](C=2C=CC=CC2)(C=3C=CC=CC3)[Pd]([P](C=4C=CC=CC4)(C=5C=CC=CC5)C=6C=CC=CC6)([P](C=7C=CC=CC7)(C=8C=CC=CC8)C=9C=CC=CC9)[P](C=1C=CC=CC1)(C=1C=CC=CC1)C=1C=CC=CC1 (Pd(PPh3)4). Run in O1CCOCC1 (dioxane), O (water). Run at temperature 96 celsius, time 8 hour. Product: FC(C1=NC=CC(=C1)C1=CC=C(C=C1)CN)(F)F ((4-(2-(trifluoromethyl)pyridin-4-yl)phenyl)methanamine). As a reaction SMILES: Cl[C:2]1[CH:7]=[CH:6][N:5]=[C:4]([C:8]([F:11])([F:10])[F:9])[CH:3]=1.Cl.CC1(C)C(C)(C)OB([C:21]2[CH:26]=[CH:25][C:24]([CH2:27][NH2:28])=[CH:23][CH:22]=2)O1.[O-]P([O-])([O-])=O.[K+].[K+].[K+]>O1CCOCC1.O.C1C=CC([P]([Pd]([P](C2C=CC=CC=2)(C2C=CC=CC=2)C2C=CC=CC=2)([P](C2C=CC=CC=2)(C2C=CC=CC=2)C2C=CC=CC=2)[P](C2C=CC=CC=2)(C2C=CC=CC=2)C2C=CC=CC=2)(C2C=CC=CC=2)C2C=CC=CC=2)=CC=1>[F:9][C:8]([F:11])([F:10])[C:4]1[CH:3]=[C:2]([C:21]2[CH:26]=[CH:25][C:24]([CH2:27][NH2:28])=[CH:23][CH:22]=2)[CH:7]=[CH:6][N:5]=1 |f:1.2,3.4.5.6,^1:48,50,69,88|. Procedure details: A mixture of 4-chloro-2-(trifluoromethyl)pyridine 28-1 (54 mg, 0.3 mmol), (4-(4,4,5,5-tetramethyl-1,3,2-dioxaborolan-2-yl)phenyl)methanamine hydrochloride 28-2 (81 mg, 0.3 mmol), Pd(PPh3)4 (35 mg, 0.03 mmol) and K3PO4 (212 mg, 1.0 mmol) in dioxane (1.6 mL) and water (0.2 mL) was stirred at 96° C. under argon overnight. After cooling to room temperature, the mixture was filtered through celite (washed with ethyl acetate) and the filtrate was redistributed between ethyl acetate and water. The orga... The reactants are C(=CC1=CC=CC=C1)C1=CC=NC=C1 (4-styrylpyridine), BrCCCCCCBr (1,6-dibromohexane). The solvent is C(C)OC(C)=O (ethylacetate). Yields the product [Br-].BrCCCCCC[N+]1=CC=C(C=C1)C=CC1=CC=CC=C1 (N(6-bromohexyl)-4-styrylpyridinium bromide). The yield is 86.2%. Reaction SMILES: [CH:1]([C:9]1[CH:14]=[CH:13][N:12]=[CH:11][CH:10]=1)=[CH:2][C:3]1[CH:8]=[CH:7][CH:6]=[CH:5][CH:4]=1.[Br:15][CH2:16][CH2:17][CH2:18][CH2:19][CH2:20][CH2:21][Br:22]>C(OC(=O)C)C>[Br-:15].[Br:22][CH2:21][CH2:20][CH2:19][CH2:18][CH2:17][CH2:16][N+:12]1[CH:13]=[CH:14][C:9]([CH:1]=[CH:2][C:3]2[CH:4]=[CH:5][CH:6]=[CH:7][CH:8]=2)=[CH:10][CH:11]=1 |f:3.4|. Reported procedure: A mixture of 0.91 g of 4-styrylpyridine and 2.44 g of 1,6-dibromohexane in 15 ml of ethylacetate was stirred and refluxed for 3 hours then filtered while hot. The crystals obtained were washed with an additional portion of ethylacetate and dried in vacuo to give 1.84 g of N(6-bromohexyl)-4-styrylpyridinium bromide. λmax 343 nm (water). NMR (CDCl3, p.p.m.): 9.4 (d.,2H), 8.2 (d.,2H), 7.2-7.8 (m.,7H), 4.9(t.,2H), 3.35(T.,2H), 1.2-2.2 (br.m., 8H). Starting materials: C(C)(C)(C)OC(NC(C)C=1OC(C2=C(N1)C=CC=C2Cl)NC2=CC(=CC(=C2)F)F)=O ({1-[5-chloro-4-(3,5-difluoro-phenylamino)-4H-benzo[d][1,3]oxazin-2-yl]-ethyl}-carbamic acid tert-butyl ester). Solvent: N1CCCCC1 (piperidine), solution, Cl (hydrogen chloride), O1CCOCC1 (1,4-dioxane), d-chloroform. Reaction conditions: time 17 hour. Product: NC(C)C1=NC2=CC=CC(=C2C(N1C1=CC(=CC(=C1)F)F)=O)Cl (2-(1-amino-ethyl)-5-chloro-3-(3,5-difluoro-phenyl)-3H-quinazolin-4-one). Yield: 98.0%. Reaction SMILES: C(OC(=O)[NH:7][CH:8]([C:10]1[O:11][CH:12]([NH:21][C:22]2[CH:27]=[C:26]([F:28])[CH:25]=[C:24]([F:29])[CH:23]=2)[C:13]2[C:19]([Cl:20])=[CH:18][CH:17]=[CH:16][C:14]=2[N:15]=1)[CH3:9])(C)(C)C>N1CCCCC1.Cl.O1CCOCC1>[NH2:7][CH:8]([C:10]1[N:21]([C:22]2[CH:27]=[C:26]([F:28])[CH:25]=[C:24]([F:29])[CH:23]=2)[C:12](=[O:11])[C:13]2[C:14](=[CH:16][CH:17]=[CH:18][C:19]=2[Cl:20])[N:15]=1)[CH3:9]. Procedure details: A solution of compound 169 (1.68 mmol) in piperidine (2 mL) was stirred for 3 h at ambient temperature. Evaporation of the reaction mixture to dryness under high vacuum gave a yellow foam. This foam was dissolved in a 4M solution of hydrogen chloride in 1,4-dioxane (4 mL) and stirred for 17 h at ambient temperature. The reaction mixture was then concentrated to dryness, basified with 10% aqueous potassium carbonate (40 mL) and extracted with MTBE (3×20 mL). Combining the organic extracts, drying... Starting materials: FC1=CC=C(C=C1)N1N=CC2=C1C=C1CCN(CC1(C2)[C@H](C2=NC=CC=C2)O)C(=O)OC(C)(C)C ((R)-tert-butyl 1-(4-fluorophenyl)-4a-(R/S)-(hydroxy(pyridin-2-yl)methyl)-4a,5,7,8-tetrahydro-1H-pyrazolo[3,4-g]isoquinoline-6(4H)-carboxylate), CC(=O)OI1(C2=CC=CC=C2C(=O)O1)(OC(=O)C)OC(=O)C (1,1,1-triacetoxy-1,1-dihydro-1,2-benziodoxol-3(1H)-one), C(O)([O-])=O.[Na+] (sodium hydrogen carbonate). Solvent: ClCCl (dichloromethane), ClCCl (dichloromethane). Conditions: time 1 hour. Product: FC1=CC=C(C=C1)N1N=CC2=C1C=C1CCN(C[C@]1(C2)C(C2=NC=CC=C2)=O)C(=O)OC(C)(C)C ((R)-tert-butyl 1-(4-fluorophenyl)-4a-picolinoyl-4a,5,7,8-tetrahydro-1H-pyrazolo[3,4-g]isoquinoline-6(4H)-carboxylate). Isolated yield 45.3%. As a reaction SMILES: [F:1][C:2]1[CH:7]=[CH:6][C:5]([N:8]2[C:12]3[CH:13]=[C:14]4[C:19]([C@@H:21]([OH:28])[C:22]5[CH:27]=[CH:26][CH:25]=[CH:24][N:23]=5)([CH2:20][C:11]=3[CH:10]=[N:9]2)[CH2:18][N:17]([C:29]([O:31][C:32]([CH3:35])([CH3:34])[CH3:33])=[O:30])[CH2:16][CH2:15]4)=[CH:4][CH:3]=1.CC(OI1(OC(C)=O)(OC(C)=O)OC(=O)C2C1=CC=CC=2)=O.C(=O)([O-])O.[Na+]>ClCCl>[F:1][C:2]1[CH:3]=[CH:4][C:5]([N:8]2[C:12]3[CH:13]=[C:14]4[C@:19]([C:21](=[O:28])[C:22]5[CH:27]=[CH:26][CH:25]=[CH:24][N:23]=5)([CH2:20][C:11]=3[CH:10]=[N:9]2)[CH2:18][N:17]([C:29]([O:31][C:32]([CH3:35])([CH3:34])[CH3:33])=[O:30])[CH2:16][CH2:15]4)=[CH:6][CH:7]=1 |f:2.3|. Procedure: A solution of (R)-tert-butyl 1-(4-fluorophenyl)-4a-(R/S)-(hydroxy(pyridin-2-yl)methyl)-4a,5,7,8-tetrahydro-1H-pyrazolo[3,4-g]isoquinoline-6(4H)-carboxylate (410 mg, 0.86 mmol) in dry dichloromethane (10 mL) was treated with 1,1,1-triacetoxy-1,1-dihydro-1,2-benziodoxol-3(1H)-one (547 mg, 1.29 mmol; Dess-Martin periodinane) and the reaction mixture was stirred for 1 hour at room temperature. The reaction mixture was cooled and treated with saturated sodium hydrogen carbonate solution (20 mL) follo...